Dataset: the Open Reaction Database (ORD), a public repository of structured organic reaction records. Task: describe an organic reaction: reactants, conditions, products, and yield The reactants are Nc1ccc2ncnc(Nc3cccc(Br)c3)c2c1, CC(C)(C)SSCC(=O)O, CC(C)COC(=O)Cl, ClCCl, CN1CCOCC1, CO, C1CCOC1. Yields the product CC(C)(C)SSCC(=O)Nc1ccc2ncnc(Nc3cccc(Br)c3)c2c1. RXN SMILES: [Br:26][c:27]1[cH:28][c:29]([NH:33][c:34]2[n:35][cH:36][n:37][c:38]3[cH:39][cH:40][c:41]([NH2:44])[cH:42][c:43]23)[cH:30][cH:31][cH:32]1.[C:1]([CH3:2])([CH3:3])([CH3:4])[S:5][S:6][CH2:7][C:8](=[O:9])[OH:10].[CH2:11]([O:12][C:13]([Cl:14])=[O:15])[CH:16]([CH3:17])[CH3:18].[CH2:50]([Cl:51])[Cl:52].[CH3:19][N:20]1[CH2:21][CH2:22][O:23][CH2:24][CH2:25]1.[CH3:53][OH:54].[O:45]1[CH2:46][CH2:47][CH2:48][CH2:49]1>>[C:1]([CH3:2])([CH3:3])([CH3:4])[S:5][S:6][CH2:7][C:8](=[O:10])[NH:44][c:41]1[cH:40][cH:39][c:38]2[n:37][cH:36][n:35][c:34]([NH:33][c:29]3[cH:28][c:27]([Br:26])[cH:32][cH:31][cH:30]3)[c:43]2[cH:42]1.